Task: describe an organic reaction: reactants, conditions, products, and yield. Dataset: the Open Reaction Database (ORD), a public repository of structured organic reaction records Reactants: CC(C)(C)[Si](C)(C)OCCC1CO1, CCO, Nc1ccc2c(c1)NC(=O)CS2, O. Yields the product CC(C)(C)[Si](C)(C)OCCC(O)CNc1ccc2c(c1)NC(=O)CS2. RXN SMILES: [C:1]([CH3:2])([CH3:3])([CH3:4])[Si:5]([O:6][CH2:7][CH2:8][CH:9]1[O:10][CH2:11]1)([CH3:12])[CH3:13].[CH3:26][CH2:27][OH:28].[NH2:14][c:15]1[cH:16][cH:17][c:18]2[c:19]([cH:25]1)[NH:20][C:21](=[O:24])[CH2:22][S:23]2.[OH2:29]>>[C:1]([CH3:2])([CH3:3])([CH3:4])[Si:5]([O:6][CH2:7][CH2:8][CH:9]([OH:10])[CH2:11][NH:14][c:15]1[cH:16][cH:17][c:18]2[c:19]([cH:25]1)[NH:20][C:21](=[O:24])[CH2:22][S:23]2)([CH3:12])[CH3:13]. Reactants: CCOC(C)=O, Cc1cc(Cl)ncc1[N+](=O)[O-], OC(C(F)(F)F)C(F)(F)F, [H-], [Na+], C1CCOC1, O. Product: Cc1cc(OC(C(F)(F)F)C(F)(F)F)ncc1[N+](=O)[O-]. Reaction SMILES: [CH3:24][CH2:25][O:26][C:27](=[O:28])[CH3:29].[Cl:13][c:14]1[n:15][cH:16][c:17]([N+:21](=[O:22])[O-:23])[c:18]([CH3:20])[cH:19]1.[F:3][C:4]([CH:5]([C:6]([F:7])([F:8])[F:9])[OH:10])([F:11])[F:12].[H-:1].[Na+:2].[O:30]1[CH2:31][CH2:32][CH2:33][CH2:34]1.[OH2:35]>>[F:3][C:4]([CH:5]([C:6]([F:7])([F:8])[F:9])[O:10][c:14]1[n:15][cH:16][c:17]([N+:21](=[O:22])[O-:23])[c:18]([CH3:20])[cH:19]1)([F:11])[F:12]. Starting materials: CCOC(=O)Cc1ccc(-n2c(C)nc3cnccc32)cc1, CCO, [Na+], [OH-], O. Yields the product Cc1nc2cnccc2n1-c1ccc(CC(=O)O)cc1. Reaction SMILES: [CH3:1][c:2]1[n:3](-[c:11]2[cH:12][cH:13][c:14]([CH2:17][C:18](=[O:19])[O:20][CH2:21][CH3:22])[cH:15][cH:16]2)[c:4]2[c:5]([cH:6][n:7][cH:8][cH:9]2)[n:10]1.[CH3:25][CH2:26][OH:27].[Na+:24].[OH-:23].[OH2:28]>>[CH3:1][c:2]1[n:3](-[c:11]2[cH:12][cH:13][c:14]([CH2:17][C:18](=[O:19])[OH:20])[cH:15][cH:16]2)[c:4]2[c:5]([cH:6][n:7][cH:8][cH:9]2)[n:10]1.